This data is from the Open Reaction Database (ORD), a public repository of structured organic reaction records. The task is: describe an organic reaction: reactants, conditions, products, and yield Starting materials: COC1(c2ccc(Cl)c(Cc3ccc4c(c3)CCO4)c2)OC(C=O)C(OCc2ccccc2)C(OCc2ccccc2)C1OCc1ccccc1, C=O, C1COCCO1, [Na+], [OH-]. Product: COC1(c2ccc(Cl)c(Cc3ccc4c(c3)CCO4)c2)OC(C=O)(CO)C(OCc2ccccc2)C(OCc2ccccc2)C1OCc1ccccc1. RXN SMILES: [CH2:1]([c:2]1[cH:3][cH:4][cH:5][cH:6][cH:7]1)[O:8][CH:9]1[CH:10]([CH:50]=[O:51])[O:11][C:12]([O:31][CH3:32])([c:33]2[cH:34][c:35]([CH2:40][c:41]3[cH:42][cH:43][c:44]4[c:45]([cH:49]3)[CH2:46][CH2:47][O:48]4)[c:36]([Cl:39])[cH:37][cH:38]2)[CH:13]([O:23][CH2:24][c:25]2[cH:26][cH:27][cH:28][cH:29][cH:30]2)[CH:14]1[O:15][CH2:16][c:17]1[cH:18][cH:19][cH:20][cH:21][cH:22]1.[CH2:52]=[O:53].[CH2:56]1[O:57][CH2:58][CH2:59][O:60][CH2:61]1.[Na+:55].[OH-:54]>>[CH2:1]([c:2]1[cH:3][cH:4][cH:5][cH:6][cH:7]1)[O:8][CH:9]1[C:10]([CH:50]=[O:51])([CH2:52][OH:53])[O:11][C:12]([O:31][CH3:32])([c:33]2[cH:34][c:35]([CH2:40][c:41]3[cH:42][cH:43][c:44]4[c:45]([cH:49]3)[CH2:46][CH2:47][O:48]4)[c:36]([Cl:39])[cH:37][cH:38]2)[CH:13]([O:23][CH2:24][c:25]2[cH:26][cH:27][cH:28][cH:29][cH:30]2)[CH:14]1[O:15][CH2:16][c:17]1[cH:18][cH:19][cH:20][cH:21][cH:22]1. The reactants are [H-].[Al+3].[Li+].[H-].[H-].[H-] (lithium aluminium hydride), C(C)(=O)OCC (ethyl acetate), C(CCCCCCCCCCCCCC)C=1C=C(C(C(=O)O)=CC1)O (4-Pentadecylsalicylic acid). Solvent: O1CCCC1 (tetrahydrofuran), O1CCCC1 (tetrahydrofuran), O1CCCC1 (tetrahydrofuran). Yields the product C(CCCCCCCCCCCCCC)C=1C=C(C(CO)=CC1)O (4-pentadecylsalicyl alcohol). RXN SMILES: [CH2:1]([C:16]1[CH:17]=[C:18]([OH:25])[C:19](=[CH:23][CH:24]=1)[C:20](O)=[O:21])[CH2:2][CH2:3][CH2:4][CH2:5][CH2:6][CH2:7][CH2:8][CH2:9][CH2:10][CH2:11][CH2:12][CH2:13][CH2:14][CH3:15].[H-].[Al+3].[Li+].[H-].[H-].[H-].C(OCC)(=O)C>O1CCCC1>[CH2:1]([C:16]1[CH:17]=[C:18]([OH:25])[C:19](=[CH:23][CH:24]=1)[CH2:20][OH:21])[CH2:2][CH2:3][CH2:4][CH2:5][CH2:6][CH2:7][CH2:8][CH2:9][CH2:10][CH2:11][CH2:12][CH2:13][CH2:14][CH3:15] |f:1.2.3.4.5.6|. Reported procedure: 4-Pentadecylsalicylic acid (5.3 g) in dry tetrahydrofuran (60 cm3) is slowly added to stirred lithium aluminium hydride (2.5 g) in dry tetrahydrofuran (25 cm3) and the mixture then stirred and refluxed for five hours to complete the reduction. Work-up by recovery of the tetrahydrofuran, addition of a little ethyl acetate to the cooled residual material, followed by acidifiction and ethereal extraction yields the crude product which is crystallised from light petroleum (40°-60°) to give 4-pentade... The reactants are O (water), CC(C)(C)NCCCCOC1=C(C(=O)NC2=C3C=CNC3=CC=C2)C=CC=C1 (2-[4-[1,1-dimethylethylamino]-butoxy]-N-(1H-indol-4-yl)benzamide), COC=1C=C(C=C(C1OC)OC)CCN1CCNCC1 (1-[2-(3,4,5-trimethoxyphenyl)ethyl]piperazine), C([O-])([O-])=O.[Na+].[Na+] (sodium carbonate). The solvent is C(C)O (ethanol). Reaction SMILES: CC(N[CH2:6][CH2:7][CH2:8][CH2:9][O:10][C:11]1[CH:28]=[CH:27][CH:26]=[CH:25][C:12]=1[C:13]([NH:15][C:16]1[CH:24]=[CH:23][CH:22]=[C:21]2[C:17]=1[CH:18]=[CH:19][NH:20]2)=[O:14])(C)C.[CH3:29][O:30][C:31]1[CH:32]=[C:33]([CH2:41][CH2:42][N:43]2[CH2:48][CH2:47][NH:46][CH2:45][CH2:44]2)[CH:34]=[C:35]([O:39][CH3:40])[C:36]=1[O:37][CH3:38].C(=O)([O-])[O-].[Na+].[Na+].O>C(O)C>[NH:20]1[C:21]2[C:17](=[C:16]([NH:15][C:13](=[O:14])[C:12]3[CH:25]=[CH:26][CH:27]=[CH:28][C:11]=3[O:10][CH2:9][CH2:8][CH2:7][CH2:6][N:46]3[CH2:47][CH2:48][N:43]([CH2:42][CH2:41][C:33]4[CH:32]=[C:31]([O:30][CH3:29])[C:36]([O:37][CH3:38])=[C:35]([O:39][CH3:40])[CH:34]=4)[CH2:44][CH2:45]3)[CH:24]=[CH:23][CH:22]=2)[CH:18]=[CH:19]1 |f:2.3.4|. Yields the product N1C=CC2=C(C=CC=C12)NC(C1=C(C=CC=C1)OCCCCN1CCN(CC1)CCC1=CC(=C(C(=C1)OC)OC)OC)=O (N-(1H-indol-4-yl)-2-[4-[4-[2-(3,4,5-trimethoxyphenyl)ethyl]-1-piperazinyl]butoxy]benzamide). Procedure details: 2.5 g of 2-(4-bromobutyoxy)-N-(1H-indol-4-yl)benzamide of Example 33, 2.71 g of 1-[2-(3,4,5-trimethoxyphenyl)ethyl]piperazine [German Patent No. 3,347,173] and 0.683 g of sodium carbonate in 25 ml of ethanol were heated to 60° C. for 10 hours and the mixture is cooled and poured into water and extracted with ethyl acetate. The extract was washed with water and dried and the solvents were evaporated under reduced pressure. The residue was chromatographed over silica (eluant: chloroform/acetone/tr... Yield: 90.8%. The reactants are [N+](=O)([O-])C1=CC=C(C=C1)CCN ([2-(4-nitrophenyl)ethyl]amine), TEA, ClCOC=O (chloromethylformate). Solvent: C(Cl)Cl (CH2Cl2), CO (MeOH). Reaction conditions: time 1 hour. Yields the product COC(NCCC1=CC=C(C=C1)[N+](=O)[O-])=O (methyl[2-(4-nitrophenyl)ethyl]carbamate). Isolated yield 98.1%. Reaction SMILES: [N+:1]([C:4]1[CH:9]=[CH:8][C:7]([CH2:10][CH2:11][NH2:12])=[CH:6][CH:5]=1)([O-:3])=[O:2].Cl[CH2:14][O:15][CH:16]=[O:17]>C(Cl)Cl.CO>[CH3:14][O:15][C:16](=[O:17])[NH:12][CH2:11][CH2:10][C:7]1[CH:6]=[CH:5][C:4]([N+:1]([O-:3])=[O:2])=[CH:9][CH:8]=1. Procedure details: To a stirred solution of [2-(4-nitrophenyl)ethyl]amine (6.06 g, 30 mmol) in CH2Cl2 (75 ml), MeOH (5 ml), and TEA (9.5 ml) at 0° C. was added chloromethylformate (3.39 g, 36 mmol) dropwise. The reaction mixture was stirred at room temperature for 1 hour concentrated in vacuo, and partitioned between ethyl acetate and water, and the aqueous layer was extracted with ethyl acetate. The combined organic layers were washed with water (50 mL), brine (50 mL), dried (MgSO4), filtered and concentrated und...